This data is from the Open Reaction Database (ORD), a public repository of structured organic reaction records. The task is: describe an organic reaction: reactants, conditions, products, and yield Starting materials: CCOC(C)=O, OCc1nn(Cc2ccccc2)c2ccccc12, Cc1ccccc1, CCCCCC, ClCc1ccc(Cl)cc1, [H-], [Na+], O. The product is OCc1nn(Cc2ccc(Cl)cc2)c2ccccc12. Reaction SMILES: [C:38]([O:39][CH2:40][CH3:41])(=[O:42])[CH3:43].[CH2:3]([c:4]1[cH:5][cH:6][cH:7][cH:8][cH:9]1)[n:10]1[n:11][c:12]([CH2:19][OH:20])[c:13]2[cH:14][cH:15][cH:16][cH:17][c:18]12.[CH3:31][c:32]1[cH:33][cH:34][cH:35][cH:36][cH:37]1.[CH3:44][CH2:45][CH2:46][CH2:47][CH2:48][CH3:49].[Cl:21][c:22]1[cH:23][cH:24][c:25]([CH2:26][Cl:27])[cH:28][cH:29]1.[H-:2].[Na+:1].[OH2:30]>>[CH2:3]([c:4]1[cH:5][cH:6][c:7]([Cl:21])[cH:8][cH:9]1)[n:10]1[n:11][c:12]([CH2:19][OH:20])[c:13]2[cH:14][cH:15][cH:16][cH:17][c:18]12. Reactants: C=CCCCC (1-hexene), C1(=CC=CC=C1)C (toluene), Pd1446, ClCCl (dichloromethane). Solvent: C1CCOC1 (THF), C1(=CC(=CC(=C1)C)C)C (mesitylene). Run at temperature 80 celsius. Product: C(CCCCC)C12C=CC(CC1)C2 (Hexyl Norbornene). As a reaction SMILES: [CH2:1]=[CH:2][CH2:3][CH2:4][CH2:5][CH3:6].[C:7]1([CH3:13])[CH:12]=[CH:11]C=[CH:9][CH:8]=1.Cl[CH2:15]Cl>C1COCC1.C1(C)C=C(C)C=C(C)C=1>[CH2:2]([C:1]12[CH2:13][CH:7]([CH2:12][CH2:11]1)[CH:8]=[CH:9]2)[CH2:3][CH2:4][CH2:5][CH2:6][CH3:15]. Procedure details: HxNB, (10.0 g, 0.056 mol), 1-hexene (4.71 g, 0.056 mol) and toluene (56.7 g) were combined in a 250 mL serum bottle and heated to 80° C. in an oil bath to form a solution. To this solution were added Pd1446, (4.10E-4 g, 2.80E-7 mol) and DANFABA, (2.20E-4 g, 2.80E-7 mol), each in the form of a concentrated solution in dichloromethane. After addition, the resulting mixture was maintained at 80° C. for 40 minutes. The homopolymer was precipitated by adding methanol drop wise into the vigorously sti... Starting materials: C#CCCC(=O)OC, CCNCC, Clc1ccc(I)cc1, [Cu]I, Cl[Pd]Cl, c1ccc(P(c2ccccc2)c2ccccc2)cc1, c1ccc(P(c2ccccc2)c2ccccc2)cc1. Yields the product COC(=O)CCC#Cc1ccc(Cl)cc1. As a reaction SMILES: [C:9]([CH2:10][CH2:11][C:12]#[CH:13])(=[O:14])[O:15][CH3:16].[CH2:17]([NH:18][CH2:19][CH3:20])[CH3:21].[Cl:1][c:2]1[cH:3][cH:4][c:5]([I:8])[cH:6][cH:7]1.[Cu:63][I:64].[Pd:22]([Cl:23])[Cl:24].[c:25]1([P:26]([c:27]2[cH:28][cH:29][cH:30][cH:31][cH:32]2)[c:33]2[cH:34][cH:35][cH:36][cH:37][cH:38]2)[cH:39][cH:40][cH:41][cH:42][cH:43]1.[c:44]1([P:45]([c:46]2[cH:47][cH:48][cH:49][cH:50][cH:51]2)[c:52]2[cH:53][cH:54][cH:55][cH:56][cH:57]2)[cH:58][cH:59][cH:60][cH:61][cH:62]1>>[Cl:1][c:2]1[cH:3][cH:4][c:5]([C:13]#[C:12][CH2:11][CH2:10][C:9](=[O:14])[O:15][CH3:16])[cH:6][cH:7]1. Starting materials: NC1COc2ccc(Br)cc2C1, CC1CN(C(=O)OC(C)(C)C)C(C)CN1CCCCl, [K+], [K+], O=C([O-])[O-], CN(C)C=O. Yields the product CC1CN(C(=O)OC(C)(C)C)C(C)CN1CCCNC1COc2ccc(Br)cc2C1. RXN SMILES: [Br:1][c:2]1[cH:3][c:4]2[c:9]([cH:10][cH:11]1)[O:8][CH2:7][CH:6]([NH2:12])[CH2:5]2.[C:13]([CH3:14])([CH3:15])([CH3:16])[O:17][C:18](=[O:19])[N:20]1[CH:21]([CH3:31])[CH2:22][N:23]([CH2:27][CH2:28][CH2:29][Cl:30])[CH:24]([CH3:26])[CH2:25]1.[K+:32].[K+:33].[O-:34][C:35]([O-:36])=[O:37].[O:38]=[CH:39][N:40]([CH3:41])[CH3:42]>>[Br:1][c:2]1[cH:3][c:4]2[c:9]([cH:10][cH:11]1)[O:8][CH2:7][CH:6]([NH:12][CH2:29][CH2:28][CH2:27][N:23]1[CH2:22][CH:21]([CH3:31])[N:20]([C:18]([O:17][C:13]([CH3:14])([CH3:15])[CH3:16])=[O:19])[CH2:25][CH:24]1[CH3:26])[CH2:5]2.